The task is: describe an organic reaction: reactants, conditions, products, and yield. This data is from the Open Reaction Database (ORD), a public repository of structured organic reaction records. Reactants: C(=O)(N1C=NC=C1)N1C=NC=C1 (1,1′-carbonyldiimidazole), [O-]CC.[Mg+2].[O-]CC (magnesium ethoxide), C(CC(=O)O)(=O)OCC (ethyl hydrogen malonate), ClC=1C=CC(=C(C(=O)O)C1)OC (5-chloro-2-methoxybenzoic acid). Solvent: C1CCOC1 (THF), C1CCOC1 (THF). Conditions: temperature 45 celsius, time 20 hour. Yields the product ClC=1C=CC(=C(C1)C(CC(=O)OCC)=O)OC (Ethyl 3-(5-chloro-2-methoxyphenyl)-3-oxopropanoate). The yield is 76.3%. RXN SMILES: [O-]CC.[Mg+2].[O-]CC.[C:8]([O:14][CH2:15][CH3:16])(=[O:13])[CH2:9][C:10]([OH:12])=O.[Cl:17][C:18]1[CH:19]=[CH:20][C:21]([O:27][CH3:28])=[C:22]([CH:26]=1)C(O)=O.C(N1C=CN=C1)(N1C=CN=C1)=O>C1COCC1>[Cl:17][C:18]1[CH:26]=[CH:22][C:21]([O:27][CH3:28])=[C:20]([C:10](=[O:12])[CH2:9][C:8]([O:14][CH2:15][CH3:16])=[O:13])[CH:19]=1 |f:0.1.2|. Reported procedure: A 3000 mL 3-necked round-bottomed flask flushed with nitrogen was charged with magnesium ethoxide (67.46 g, 589.51 mmoles) and THF (1100 mL), and the resulting mixture was stirred as ethyl hydrogen malonate (162.26 g, 1.18 moles; 145.00 mL diluted in 100 ml of THF) was added and the mixture was heated at 45° C. for 4 hours. Meanwhile, a 2000 mL 3-necked round-bottomed flask flushed with nitrogen was charged with 5-chloro-2-methoxybenzoic acid (100 g, 536 mmoles) and THF (600 mL). To this mixture... Reactants: CC(C)(C)OC(=O)C(CC(O)CO)C(C(=O)OCc1ccccc1)N(Cc1ccccc1)Cc1ccccc1, CS(=O)(=O)Cl, O=C(O)CC(O)(CC(=O)O)C(=O)O, c1ccncc1. Yields the product CC(C)(C)OC(=O)C(CC(O)COS(C)(=O)=O)C(C(=O)OCc1ccccc1)N(Cc1ccccc1)Cc1ccccc1. Reaction SMILES: [CH2:1]([c:2]1[cH:3][cH:4][cH:5][cH:6][cH:7]1)[N:8]([CH:9]([C:10](=[O:11])[O:12][CH2:13][c:14]1[cH:15][cH:16][cH:17][cH:18][cH:19]1)[CH:20]([C:21](=[O:22])[O:23][C:24]([CH3:25])([CH3:26])[CH3:27])[CH2:28][CH:29]([CH2:30][OH:31])[OH:32])[CH2:33][c:34]1[cH:35][cH:36][cH:37][cH:38][cH:39]1.[CH3:40][S:41]([Cl:42])(=[O:43])=[O:44].[OH:45][C:46]([CH2:47][C:48]([C:49](=[O:50])[OH:51])([CH2:52][C:53](=[O:54])[OH:55])[OH:56])=[O:57].[cH:58]1[cH:59][cH:60][n:61][cH:62][cH:63]1>>[CH2:1]([c:2]1[cH:3][cH:4][cH:5][cH:6][cH:7]1)[N:8]([CH:9]([C:10](=[O:11])[O:12][CH2:13][c:14]1[cH:15][cH:16][cH:17][cH:18][cH:19]1)[CH:20]([C:21](=[O:22])[O:23][C:24]([CH3:25])([CH3:26])[CH3:27])[CH2:28][CH:29]([CH2:30][O:31][S:41]([CH3:40])(=[O:43])=[O:44])[OH:32])[CH2:33][c:34]1[cH:35][cH:36][cH:37][cH:38][cH:39]1. The reactants are ClC=1C=C(C(=O)O)C=CN1 (2-Chloro-isonicotinic acid), C1COCCOCCOCCOCCOCCO1 (18-Crown-6), ClC=1C=C(C(=O)O)C=CN1 (2-chloro-isonicotinic acid), C(C1=CC=CC=C1)O (benzyl alcohol), [H-].[Na+] (sodium hydride), [H-].[Na+] (Sodium hydride), C(C1=CC=CC=C1)O (benzyl alcohol). The solvent is C1(=CC=CC=C1)C (toluene), C1(=CC=CC=C1)C (toluene). Conditions: time 30 minute. The product is C1(=CC=CC=C1)COC1=NC=CC(=C1)C(=O)O (2-(Phenylmethoxy)-4-pyridinecarboxylic acid). RXN SMILES: Cl[C:2]1[CH:3]=[C:4]([CH:8]=[CH:9][N:10]=1)[C:5]([OH:7])=[O:6].[CH2:11]([OH:18])[C:12]1[CH:17]=[CH:16][CH:15]=[CH:14][CH:13]=1.[H-].[Na+].C1OCCOCCOCCOCCOCCOC1>C1(C)C=CC=CC=1>[C:12]1([CH2:11][O:18][C:2]2[CH:3]=[C:4]([C:5]([OH:7])=[O:6])[CH:8]=[CH:9][N:10]=2)[CH:17]=[CH:16][CH:15]=[CH:14][CH:13]=1 |f:2.3|. Procedure details: 2-Chloro-isonicotinic acid [CAS Reg. No. 6313-54-8] (4 g) and benzyl alcohol (3.3 g) were added to dry toluene (50 mL). Sodium hydride (2.66 g, 50% in mineral oil) was added in 2 portions and the mixture was allowed to stir at room temperature for 30 minutes. 18-Crown-6 (906 mg) was added and the mixture was then heated to 125° C. for 12 hours. An unstirrable, yellow mixture was obtained. This was diluted with more toluene (80 mL) and stirring was continued for another 4 hours at 125° C. TLC ana...